From a dataset of the Open Reaction Database (ORD), a public repository of structured organic reaction records. describe an organic reaction: reactants, conditions, products, and yield Reactants: C(C)(C)(C)OC(=O)N(C(C1=C(C=CC(=C1)N1C(CCC1)=O)C(=O)N1CCN(CC1)C1=NC=C(C=C1C)C1CC1)=O)C(=O)OC(C)(C)C (N,N-di-tert-butyloxycarbonyl-2-[4-(5-cyclopropyl-3-methylpyridin-2-yl)piperazine-1-carbonyl]-5-(2-oxopyrrolidin-1-yl)benzamide), O1CCCC1.CN (methylamine tetrahydrofuran). Yields the product C1(CC1)C=1C=C(C(=NC1)N1CCN(CC1)C(=O)C1=C(C(=O)NC)C=C(C=C1)N1C(CCC1)=O)C (2-[4-(5-cyclopropyl-3-methylpyridin-2-yl)piperazine-1-carbonyl]-N-methyl-5-(2-oxopyrrolidin-1-yl)benzamide). The yield is 36.1%. As a reaction SMILES: C(O[C:6]([N:8](C(OC(C)(C)C)=O)[C:9](=[O:40])[C:10]1[CH:15]=[C:14]([N:16]2[CH2:20][CH2:19][CH2:18][C:17]2=[O:21])[CH:13]=[CH:12][C:11]=1[C:22]([N:24]1[CH2:29][CH2:28][N:27]([C:30]2[C:35]([CH3:36])=[CH:34][C:33]([CH:37]3[CH2:39][CH2:38]3)=[CH:32][N:31]=2)[CH2:26][CH2:25]1)=[O:23])=O)(C)(C)C.O1CCCC1.CN>>[CH:37]1([C:33]2[CH:34]=[C:35]([CH3:36])[C:30]([N:27]3[CH2:28][CH2:29][N:24]([C:22]([C:11]4[CH:12]=[CH:13][C:14]([N:16]5[CH2:20][CH2:19][CH2:18][C:17]5=[O:21])=[CH:15][C:10]=4[C:9]([NH:8][CH3:6])=[O:40])=[O:23])[CH2:25][CH2:26]3)=[N:31][CH:32]=2)[CH2:39][CH2:38]1 |f:1.2|. Procedure: Using N,N-di-tert-butyloxycarbonyl-2-[4-(5-cyclopropyl-3-methylpyridin-2-yl)piperazine-1-carbonyl]-5-(2-oxopyrrolidin-1-yl)benzamide (70 mg) described in Example 814 and 2 mol/L methylamine tetrahydrofuran solution (216 μL) and by the reaction and treatment in the same manner as in Example 770, the title compound (18 mg) was obtained. The product is BrC1=C(C=C(C=C1)OC)CC(C)C1=CC=C(C(=O)O)C=C1 (4-[2-(2-Bromo-5-methoxyphenyl)-1-methylethyl]benzoic acid). Procedure details: Butyl lithium (1.6M hexanes, 35 mL, 56 mmol) was added dropwise to a THF (50 mL)/HMPA (10 mL) solution of diisopropylamine (7.9 mL, 56 mmol) cooled to −5° C. After stirring 10 minutes a THF solution (17 mL) of 4-ethylbenzoic acid (3.36 g, 22.4 mmol) was added dropwise. The red solution was kept at 5° C. overnight. A THF solution (17 mL) of 1-bromo-2-(bromomethyl)-4-methoxybenzene (60.27 g, 22.4 mmol) was added dropwise. The reaction solution was then allowed to warm to room temperature. The solu... Conditions: temperature -5 celsius, time 8 hour. Run in C1CCOC1 (THF), CN(C)P(=O)(N(C)C)N(C)C (HMPA), C1CCOC1 (THF), C1CCOC1 (THF). The reactants are BrC1=C(C=C(C=C1)OC)CBr (1-bromo-2-(bromomethyl)-4-methoxybenzene), C(CCC)[Li] (Butyl lithium), C(C)(C)NC(C)C (diisopropylamine), C(C)C1=CC=C(C(=O)O)C=C1 (4-ethylbenzoic acid). RXN SMILES: C([Li])CCC.C(NC(C)C)(C)C.[CH2:13]([C:15]1[CH:23]=[CH:22][C:18]([C:19]([OH:21])=[O:20])=[CH:17][CH:16]=1)[CH3:14].[Br:24][C:25]1[CH:30]=[CH:29][C:28]([O:31][CH3:32])=[CH:27][C:26]=1[CH2:33]Br>C1COCC1.CN(P(N(C)C)(N(C)C)=O)C>[Br:24][C:25]1[CH:30]=[CH:29][C:28]([O:31][CH3:32])=[CH:27][C:26]=1[CH2:33][CH:13]([C:15]1[CH:23]=[CH:22][C:18]([C:19]([OH:21])=[O:20])=[CH:17][CH:16]=1)[CH3:14].